This data is from the Open Reaction Database (ORD), a public repository of structured organic reaction records. The task is: describe an organic reaction: reactants, conditions, products, and yield Starting materials: C(C1=CC=CC=C1)N1CCC=2N(C3=CC=C4C(=C3C2CC1)C=CCO4)C (10-benzyl-7-methyl-7,8,9,10,11,12-hexahydro-3H-azepino[4,5-b]pyrano[3,2-e]indole), Cl (hydrochloric acid). The reagents and catalysts are [Pd] (palladium-on-carbon). The solvent is C(C)O (ethanol). Product: Cl.CN1C2=C(C3=C4C(=CC=C13)OCCC4)CCNCC2 (7-Methyl-2,3,7,8,9,10,11,12-octahydro-1H-azepino[4.5-b]pyrano[3,2-e]indole Hydrochloride). The yield is 87.1%. As a reaction SMILES: C([N:8]1[CH2:21][CH2:20][C:19]2[C:18]3[C:13](=[CH:14][CH:15]=[C:16]4[O:25][CH2:24][CH:23]=[CH:22][C:17]4=3)[N:12]([CH3:26])[C:11]=2[CH2:10][CH2:9]1)C1C=CC=CC=1.[ClH:27]>C(O)C.[Pd]>[ClH:27].[CH3:26][N:12]1[C:13]2[C:18](=[C:17]3[CH2:22][CH2:23][CH2:24][O:25][C:16]3=[CH:15][CH:14]=2)[C:19]2[CH2:20][CH2:21][NH:8][CH2:9][CH2:10][C:11]1=2 |f:4.5|. Procedure: A solution containing 10-benzyl-7-methyl-7,8,9,10,11,12-hexahydro-3H-azepino[4,5-b]pyrano[3,2-e]indole (0.18 g., 0.51 mmol, Example 1) in ethanol (20.0 mL) was hydrogenated in the presence of palladium-on-carbon (0.07 g.) and 2 N hydrochloric acid (0.51 mL, 0.51 mmol) at 50 psi for 48 hours. After filtration through a pad of celite, the filtrate was concentrated in vacuo. The residue was recrystalized from EtOAc/MeOH to yield the title compound (0.13 g, 84%) as a light yellow solid. M.p.>217° C.... The reactants are NC1=C(C=CC(=C1)C(F)(F)F)NC1=CC=C(OC(C(=O)OC)COC)C=C1 (methyl 2-(4-(2-amino-4-(trifluoromethyl)phenylamino)phenoxy)-3-methoxypropionate), C(C)(OCC)(OCC)OCC (triethyl orthoacetate). Product: CC1=NC2=C(N1C1=CC=C(OC(C(=O)OC)COC)C=C1)C=CC(=C2)C(F)(F)F (Methyl 2-(4-(2-methyl-5-(trifluoromethyl)benzimidazol-1-yl)phenoxy)-3-methoxypropionate). Reaction SMILES: [NH2:1][C:2]1[CH:7]=[C:6]([C:8]([F:11])([F:10])[F:9])[CH:5]=[CH:4][C:3]=1[NH:12][C:13]1[CH:27]=[CH:26][C:16]([O:17][CH:18]([CH2:23][O:24][CH3:25])[C:19]([O:21][CH3:22])=[O:20])=[CH:15][CH:14]=1.[C:28](OCC)(OCC)(OCC)[CH3:29]>>[CH3:28][C:29]1[N:12]([C:13]2[CH:14]=[CH:15][C:16]([O:17][CH:18]([CH2:23][O:24][CH3:25])[C:19]([O:21][CH3:22])=[O:20])=[CH:26][CH:27]=2)[C:3]2[CH:4]=[CH:5][C:6]([C:8]([F:11])([F:10])[F:9])=[CH:7][C:2]=2[N:1]=1. Reported procedure: A solution of 7 g of 10C in 25 ml of triethyl orthoacetate was refluxed for 4 hours. The resulting mixture was concentrated in a rotary evaporator and chromatographed over silica gel to give 10, as a viscous oil. The product is CC=1N=C(SC1)NC1=NC=NC2=CC=C(C=C12)SC1=NN=CN1C ((4-Methyl-1,3-thiazol-2-yl)-6-(4-methyl-1,2,4-triazol-3-ylsulfanyl)-quinazolin-4-yl-amine). Procedure: The compound of Example 67 was manufactured by the same method as in Example 1, by a similar method thereto or by a combination of such a method with a conventional method using 3-mercapto-4-methyl-[1,2,4]triazole, 2-amino-4-methyl-1,3-thiazole and 4-chloro-6-iodoquinazoline. Starting materials: compound, ClC1=NC=NC2=CC=C(C=C12)I (4-chloro-6-iodoquinazoline), SC1=NN=CN1C (3-mercapto-4-methyl-[1,2,4]triazole), NC=1SC=C(N1)C (2-amino-4-methyl-1,3-thiazole). As a reaction SMILES: [SH:1][C:2]1[N:6]([CH3:7])[CH:5]=[N:4][N:3]=1.[NH2:8][C:9]1[S:10][CH:11]=[C:12]([CH3:14])[N:13]=1.Cl[C:16]1[C:25]2[C:20](=[CH:21][CH:22]=[C:23](I)[CH:24]=2)[N:19]=[CH:18][N:17]=1>>[CH3:14][C:12]1[N:13]=[C:9]([NH:8][C:16]2[C:25]3[C:20](=[CH:21][CH:22]=[C:23]([S:1][C:2]4[N:6]([CH3:7])[CH:5]=[N:4][N:3]=4)[CH:24]=3)[N:19]=[CH:18][N:17]=2)[S:10][CH:11]=1. Reactants: ClC1=C(C=CC=2C(=NOC21)C2=C(C=CC=C2)F)SC(C(=O)OCC)(C)C (ethyl 2-{[7-chloro-3-(2-fluorophenyl)-1,2-benzisoxazol-6-yl]thio}-2-methylpropionate), [OH-].[Na+] (sodium hydroxide). The solvent is CO (methanol). Product: ClC1=C(C=CC=2C(=NOC21)C2=C(C=CC=C2)F)SC(C(=O)O)(C)C (2-{[7-chloro-3-(2-fluorophenyl)-1,2-benzisoxazol-6-yl]thio}-2-methylpropionic acid). As a reaction SMILES: [Cl:1][C:2]1[C:10]2[O:9][N:8]=[C:7]([C:11]3[CH:16]=[CH:15][CH:14]=[CH:13][C:12]=3[F:17])[C:6]=2[CH:5]=[CH:4][C:3]=1[S:18][C:19]([CH3:26])([CH3:25])[C:20]([O:22]CC)=[O:21].[OH-].[Na+]>CO>[Cl:1][C:2]1[C:10]2[O:9][N:8]=[C:7]([C:11]3[CH:16]=[CH:15][CH:14]=[CH:13][C:12]=3[F:17])[C:6]=2[CH:5]=[CH:4][C:3]=1[S:18][C:19]([CH3:26])([CH3:25])[C:20]([OH:22])=[O:21] |f:1.2|. Procedure: A mixture of 5.0 g of ethyl 2-{[7-chloro-3-(2-fluorophenyl)-1,2-benzisoxazol-6-yl]thio}-2-methylpropionate, 30 ml of 15% sodium hydroxide and 30 ml of methanol is heated under reflux for 2 hr. The reaction mixture is poured into ice/conc hydrochloric acid. The precipitate is collected, dried and recrystallized from toluene to afford 2-{[7-chloro-3-(2-fluorophenyl)-1,2-benzisoxazol-6-yl]thio}-2-methylpropionic acid, mp 149° C. Reactants: CN(C)CC1=CNC2=NC=CC=C21 (3-(N,N-dimethylaminomethyl)-1H-pyrrolo[2,3-b]pyridine), N1=C(C=CC=C1)N1CCNCC1 (1-(pyridin-2-yl)piperazine). Solvent: C1(=CC=CC=C1)C (toluene). The product is N1=C(C=CC=C1)N1CCN(CC1)CC1=CNC2=NC=CC=C21 (3-[4-(pyridin-2-yl)-piperazin-1-yl]methyl-1H-pyrrolo[2,3-b]pyridine). The yield is 96.9%. Reaction SMILES: [CH3:1][N:2]([CH2:4][C:5]1[C:13]2[C:8](=[N:9][CH:10]=[CH:11][CH:12]=2)[NH:7][CH:6]=1)[CH3:3].[N:14]1[CH:19]=[CH:18][CH:17]=[CH:16][C:15]=1[N:20]1[CH2:25]CNC[CH2:21]1>C1(C)C=CC=CC=1>[N:14]1[CH:19]=[CH:18][CH:17]=[CH:16][C:15]=1[N:20]1[CH2:25][CH2:1][N:2]([CH2:4][C:5]2[C:13]3[C:8](=[N:9][CH:10]=[CH:11][CH:12]=3)[NH:7][CH:6]=2)[CH2:3][CH2:21]1. Procedure: To a solution of 3-(N,N-dimethylaminomethyl)-1H-pyrrolo[2,3-b]pyridine (258 mg, 1.39 mmol) (prepared in Example 1(a)) in toluene (10 mL) was added 1-(pyridin-2-yl)piperazine (233 mL, 250 mg, 1.53 mmol). The mixture was heated at reflux over night. Heating was discontinued and when the reaction temperature had reached room temperature the solid was filtered off and dried in vacuo to give 3-[4-(pyridin-2-yl)-piperazin-1-yl]methyl-1H-pyrrolo[2,3-b]pyridine as a colourless solid (395 mg, 93%). δH (3... Reactants: FF (fluorine), FC(S(=O)(=O)[O-])(F)F.[Na+] (sodium trifluoromethanesulfonate), FF (fluorine), N1=CC=CC=C1 (pyridine), FF (fluorine). Run in C(C)#N (acetonitrile). Run at temperature -40 celsius. Yields the product FC(S(=O)(=O)[O-])(F)F.F[N+]1=CC=CC=C1 (N-fluoropyridinium trifluoromethanesulfonate). Isolated yield 71.0%. Reaction SMILES: [N:1]1[CH:6]=[CH:5][CH:4]=[CH:3][CH:2]=1.[F:7]F.[F:9][C:10]([F:16])([F:15])[S:11]([O-:14])(=[O:13])=[O:12].[Na+]>C(#N)C>[F:9][C:10]([F:16])([F:15])[S:11]([O-:14])(=[O:13])=[O:12].[F:7][N+:1]1[CH:6]=[CH:5][CH:4]=[CH:3][CH:2]=1 |f:2.3,5.6|. Procedure details: To a 100 ml anhydrous acetonitrile solution containing 10 g (0.126 mole) of pyridine a mixed gas of fluorine and nitrogen was introduced at a rate of 90 ml/min. at -40° C. under vigorous stirring. The amount of the fluorine gas introduced amounted to 0.18 mole. Subsequent to the fluorine introduction, 22 g (0.128 mole) of sodium trifluoromethanesulfonate as a XM reactant was added to the reaction solution after which the resultant reaction solution was maintained at -40° C. for 5 hours under sti...